This data is from the Open Reaction Database (ORD), a public repository of structured organic reaction records. The task is: describe an organic reaction: reactants, conditions, products, and yield Starting materials: ClC=1C=CC=2C(C3=CC=CC(=C3SC2C1)OC)=O (3-chloro-5-methoxythioxanth-9-one), B#B (diborane). Solvent: O1CCCC1 (tetrahydrofuran), O (water), O1CCCC1 (tetrahydrofuran). Product: ClC=1C=CC=2CC3=CC=CC(=C3SC2C1)OC (3-chloro-5-methoxythioxanthene). As a reaction SMILES: [Cl:1][C:2]1[CH:3]=[CH:4][C:5]2[C:6](=O)[C:7]3[C:12]([S:13][C:14]=2[CH:15]=1)=[C:11]([O:16][CH3:17])[CH:10]=[CH:9][CH:8]=3.B#B>O1CCCC1.O>[Cl:1][C:2]1[CH:3]=[CH:4][C:5]2[CH2:6][C:7]3[C:12]([S:13][C:14]=2[CH:15]=1)=[C:11]([O:16][CH3:17])[CH:10]=[CH:9][CH:8]=3. Reported procedure: A stirred suspension of 3-chloro-5-methoxythioxanth-9-one (13.8 g.) in dry tetrahydrofuran (140 ml.) is treated dropwise with a solution of diborane in tetrahydrofuran (1M, 40 ml.) at ambient temperature and in an atmosphere of argon. The mixture is heated at reflux for 1.25 hours, cooled, diluted carefully with water and extracted with ether (× 3). The combined ether extracts are washed with brine, dried over MgSO4 and then evaporated, to give 3-chloro-5-methoxythioxanthene, m.p. 72°-74° C. on ... Reaction SMILES: [NH2:1][C:2]1[CH:7]=[CH:6][C:5]([S:8][CH2:9][C:10]2[CH:15]=[CH:14][CH:13]=[CH:12][CH:11]=2)=[CH:4][C:3]=1/[CH:16]=[CH:17]/[C:18]([O:20][CH2:21][CH3:22])=[O:19].[Br:23][C:24]1[CH:29]=[C:28]([Cl:30])[CH:27]=[CH:26][C:25]=1I.C(=O)([O-])[O-].[Cs+].[Cs+]>C1C=CC(/C=C/C(/C=C/C2C=CC=CC=2)=O)=CC=1.C1C=CC(/C=C/C(/C=C/C2C=CC=CC=2)=O)=CC=1.C1C=CC(/C=C/C(/C=C/C2C=CC=CC=2)=O)=CC=1.[Pd].[Pd].CC1(C)C2C(=C(P(C3C=CC=CC=3)C3C=CC=CC=3)C=CC=2)OC2C(P(C3C=CC=CC=3)C3C=CC=CC=3)=CC=CC1=2>[CH2:9]([S:8][C:5]1[CH:6]=[CH:7][C:2]([NH:1][C:25]2[CH:26]=[CH:27][C:28]([Cl:30])=[CH:29][C:24]=2[Br:23])=[C:3](/[CH:16]=[CH:17]/[C:18]([O:20][CH2:21][CH3:22])=[O:19])[CH:4]=1)[C:10]1[CH:15]=[CH:14][CH:13]=[CH:12][CH:11]=1 |f:2.3.4,5.6.7.8.9|. Reaction conditions: time 5 minute. Isolated yield 79.2%. The reagents and catalysts are C=1C=CC(=CC1)/C=C/C(=O)/C=C/C2=CC=CC=C2.C=1C=CC(=CC1)/C=C/C(=O)/C=C/C2=CC=CC=C2.C=1C=CC(=CC1)/C=C/C(=O)/C=C/C2=CC=CC=C2.[Pd].[Pd] (Pd2(dba)3), CC1(C2=C(C(=CC=C2)P(C3=CC=CC=C3)C4=CC=CC=C4)OC5=C(C=CC=C51)P(C6=CC=CC=C6)C7=CC=CC=C7)C (Xantphos). The solvent is 2-PrOH, 2-PrOH. Procedure details: A RBF was charged with (E)-ethyl 3-(2-amino-5-(benzylthio)phenyl)acrylate (8.25 g, 26.3 mmol, made via Method 42, Steps 1-2), 2-bromo-4-chloro-1-iodobenzene (10.02 g, 31.6 mmol), Xantphos (0.762 g, 1.316 mmol), Pd2(dba)3 (0.603 g, 0.658 mmol), and cesium carbonate (21.44 g, 65.8 mmol) were added. A reflux condenser was attached and the flask was lowered into a 110° C. heating bath for 1 h. The mixture was cooled to room temperature then filtered through celite with the aid of toluene. The filtra... Yields the product C(C1=CC=CC=C1)SC=1C=CC(=C(C1)/C=C/C(=O)OCC)NC1=C(C=C(C=C1)Cl)Br ((E)-ethyl 3-(5-(benzylthio)-2-((2-bromo-4-chlorophenyl)amino)phenyl)acrylate). Starting materials: NC1=C(C=C(C=C1)SCC1=CC=CC=C1)/C=C/C(=O)OCC ((E)-ethyl 3-(2-amino-5-(benzylthio)phenyl)acrylate), BrC1=C(C=CC(=C1)Cl)I (2-bromo-4-chloro-1-iodobenzene), C([O-])([O-])=O.[Cs+].[Cs+] (cesium carbonate). Reactants: CC(C)(C)C=1C=C(C=C(C1)C(C)(C)C)S[C@@H]1[C@@H](CCC1)O ((-)cis-2-[[3,5-bis(1,1-dimethylethyl)phenyl]thio]cyclopentanol), CC(C)(C)C=1C=C(C=C(C1)C(C)(C)C)S[C@H]1[C@@H](CCC1)O ((±)trans-2-[[3,5-bis(1,1-dimethylethyl)phenyl]thio]cyclopentanol), CC(C)(C)C1=C(C=CC(=C1)C(C)(C)C)S[C@@H]1[C@@H](CCC1)O ((±)cis-2-[[2,4-bis(1,1-dimethylethyl)phenyl]thio]cyclopentanol). The solvent is C(Cl)(Cl)Cl (CHCl3). Product: CC(C)(C)C=1C=C(C=C(C1)C(C)(C)C)S[C@@H]1[C@@H](CCC1)OCC(=O)O ((-)cis-2-[[2-[[3,5-bis(1,1-dimethylethyl)phenyl]thio]cyclopentyl]oxy]acetic acid). As a reaction SMILES: [CH3:1][C:2]([C:5]1[CH:6]=[C:7]([S:15][C@H:16]2[CH2:20][CH2:19][CH2:18][C@H:17]2[OH:21])[CH:8]=[C:9]([C:11]([CH3:14])([CH3:13])[CH3:12])[CH:10]=1)([CH3:4])[CH3:3].CC(C1C=C(S[C@@H]2CC[CH2:39][C@H:38]2[OH:42])C=C(C(C)(C)C)C=1)(C)C.CC(C1C=C(C(C)(C)C)C=CC=1S[C@H]1CCC[C@H]1[OH:63])(C)C>C(Cl)(Cl)Cl>[CH3:14][C:11]([C:9]1[CH:8]=[C:7]([S:15][C@H:16]2[CH2:20][CH2:19][CH2:18][C@H:17]2[O:21][CH2:39][C:38]([OH:42])=[O:63])[CH:6]=[C:5]([C:2]([CH3:1])([CH3:3])[CH3:4])[CH:10]=1)([CH3:12])[CH3:13]. Reported procedure: The title compound was prepared by the method described in Example 77, except that the title product of Example 83 was substituted for the title product of Example 75, Compound A. The structure was supported by NMR, optical rotation (CHCl3, 25° C.; 589 nm -64.0°±2.80°; 365 nm -208.1°±6.04) and elemental analysis. Reactants: C(C)OC(=O)C1=CC=CC2=C1OCCN2 (3,4-dihydro-2H-benzo[b][1,4]oxazine-8-carboxylic acid ethyl ester), O.[OH-].[Li+] (lithium hydroxide monohydrate). The solvent is O1CCCC1 (tetrahydrofuran). Conditions: time 8 hour. Product: O1C2=C(NCC1)C=CC=C2C(=O)O (3,4-dihydro-2H-benzo[b][1,4]oxazine-8-carboxylic acid). The yield is 89.3%. RXN SMILES: C([O:3][C:4]([C:6]1[C:11]2[O:12][CH2:13][CH2:14][NH:15][C:10]=2[CH:9]=[CH:8][CH:7]=1)=[O:5])C.O.[OH-].[Li+]>O1CCCC1>[O:12]1[CH2:13][CH2:14][NH:15][C:10]2[CH:9]=[CH:8][CH:7]=[C:6]([C:4]([OH:5])=[O:3])[C:11]1=2 |f:1.2.3|. Procedure: To a solution of 3,4-dihydro-2H-benzo[b][1,4]oxazine-8-carboxylic acid ethyl ester 2.1 g (10 mmol) of step 3 in a mixture of tetrahydrofuran 10 mL and distilled water 10 mL was added lithium hydroxide monohydrate 0.85 g (20 mmol), followed by stirring at room temperature for 8 hrs. After concentrating the reaction mixture in a vacuum, the reaction mixture was diluted with ethylacetate, washed with 1N HCl and a saturated NaCl solution, and dried over magnesium sulfate. The residue was concentrate... Reactants: N1C(=O)NC(=O)C1 (hydantoin), BrBr (bromine), C1(=CC=CC=C1)O (phenol). The solvent is O1CCOCC1 (dioxane). Conditions: temperature 100 celsius, time 30 minute. Yields the product OC1=CC=C(C=C1)C1C(NC(N1)=O)=O (5-(p-hydroxy-phenyl)hydantoin). The yield is 71.9%. RXN SMILES: [NH:1]1[CH2:7][C:5](=[O:6])[NH:4][C:2]1=[O:3].BrBr.[C:10]1([OH:16])[CH:15]=[CH:14][CH:13]=[CH:12][CH:11]=1>O1CCOCC1>[OH:16][C:10]1[CH:15]=[CH:14][C:13]([CH:7]2[NH:1][C:2](=[O:3])[NH:4][C:5]2=[O:6])=[CH:12][CH:11]=1. Procedure: 4.0 g (40 mmol) of hydantoin, 10 ml of dioxane, and 2.0 ml (40 mmol) of bromine were mixed at room temperature. The reaction mixture was then vigorously stirred at a temperature of 100° C. for 30 minutes. The reaction mixture was then cooled to a temperature of 0° C. To the reaction mixture was then added 5.7 g (60 mmol) of phenol. The reaction mixture was then allowed to undergo reaction at a temperature of 0° C. for 12 hours. The resulting precipitate was recovered by filtration, washed with w... Reactants: OC=1C=C(C#N)C=CC1 (3-hydroxy benzonitrile), [I-].[K+] (potassium iodide), C([O-])([O-])=O.[K+].[K+] (potassium carbonate), C(C)(C)(C)OC(=O)N1[C@H](CCC1)CCl (1-t-butoxycarbonyl-(2R)-2-chloromethyl pyrrolidine). Solvent: C[N-]C (dimethylamide), C(C)(=O)OCC (ethyl acetate). Conditions: temperature 90 celsius, time 3 day. The product is C(C)(C)(C)OC(=O)N1[C@H](CCC1)COC1=CC(=CC=C1)C#N (1-t-butoxycarbonyl-(2R)-2-[(3-cyanophenoxy)methyl]pyrrolidine). As a reaction SMILES: [C:1]([O:5][C:6]([N:8]1[CH2:12][CH2:11][CH2:10][C@@H:9]1[CH2:13]Cl)=[O:7])([CH3:4])([CH3:3])[CH3:2].[OH:15][C:16]1[CH:17]=[C:18]([CH:21]=[CH:22][CH:23]=1)[C:19]#[N:20].[I-].[K+].C(=O)([O-])[O-].[K+].[K+]>C[N-]C.C(OCC)(=O)C>[C:1]([O:5][C:6]([N:8]1[CH2:12][CH2:11][CH2:10][C@@H:9]1[CH2:13][O:15][C:16]1[CH:23]=[CH:22][CH:21]=[C:18]([C:19]#[N:20])[CH:17]=1)=[O:7])([CH3:4])([CH3:3])[CH3:2] |f:2.3,4.5.6|. Procedure: 430 mg (2 mmol) of 1-t-butoxycarbonyl-(2R)-2-chloromethyl pyrrolidine was dissolved in 5 ml of dimethylamide, and 238 mg (2 mmol) of 3-hydroxy benzonitrile, 500 mg (3 mmol) of potassium iodide, and 414 mg (3 mmol) of potassium carbonate were added thereto and stirred at 90° C. for 3 days. The reaction mixture was treated in an ordinary manner with ethyl acetate as the extractant, and the resulting residue was purified by silica gel column chromatography to obtain the title compound. The reactants are BrC1=CC(=CC=2NC(=NC21)N2CCN(CC2)C2=NC=C(C=C2Cl)Cl)C(F)(F)F (4-Bromo-2-[4-(3,5-dichloropyridin-2-yl)piperazin-1-yl]-6-trifluoromethyl-1H-benzoimidazole), FC(C=1C=C(C=CC1)B(O)O)(F)F (3-trifluromethylphenylboronic acid). The product is ClC=1C(=NC=C(C1)Cl)N1CCN(CC1)C1=NC2=C(N1)C(=CC(=C2)C(F)(F)F)C2=CC(=CC=C2)C(F)(F)F (2-[4-(3,5-Dichloropyridin-2-yl)piperazin-1-yl]-5-(trifluoromethyl)-7-[3-(trifluoromethyl)phenyl]-1H-benzoimidazole). RXN SMILES: Br[C:2]1[C:10]2[N:9]=[C:8]([N:11]3[CH2:16][CH2:15][N:14]([C:17]4[C:22]([Cl:23])=[CH:21][C:20]([Cl:24])=[CH:19][N:18]=4)[CH2:13][CH2:12]3)[NH:7][C:6]=2[CH:5]=[C:4]([C:25]([F:28])([F:27])[F:26])[CH:3]=1.[F:29][C:30]([F:41])([F:40])[C:31]1[CH:32]=[C:33](B(O)O)[CH:34]=[CH:35][CH:36]=1>>[Cl:23][C:22]1[C:17]([N:14]2[CH2:13][CH2:12][N:11]([C:8]3[NH:9][C:10]4[C:2]([C:35]5[CH:34]=[CH:33][CH:32]=[C:31]([C:30]([F:41])([F:40])[F:29])[CH:36]=5)=[CH:3][C:4]([C:25]([F:27])([F:26])[F:28])=[CH:5][C:6]=4[N:7]=3)[CH2:16][CH2:15]2)=[N:18][CH:19]=[C:20]([Cl:24])[CH:21]=1. Reported procedure: The reaction of 4-bromo-2-[4-(3,5-dichloropyridin-2-yl)piperazin-1-yl]-6-trifluoromethyl-1H-benzoimidazole (99 mg, 0.2 mmol, Example 9) and 3-trifluromethylphenylboronic acid (48 mg, 0.25 mmol, Aldrich) under the conditions of Example 10 gave the title compound as a light-yellow amorphous solid. MS (ESI, pos. ion) m/z: 560 (M+1). Reactants: N1N=C(C2=CC=CC=C12)/C=C/C1=CC=C(C(=O)OC)C=C1 (methyl (E)-4-[2-(1H-indazol-3-yl)vinyl]benzoate), [OH-].[Na+] (sodium hydroxide). Run in CO (methanol). Product: N1N=C(C2=CC=CC=C12)/C=C/C1=CC=C(C(=O)O)C=C1 ((E)-4-[2-(1H-indazol-3-yl)vinyl]benzoic acid). Yield: 104.3%. Reaction SMILES: [NH:1]1[C:9]2[C:4](=[CH:5][CH:6]=[CH:7][CH:8]=2)[C:3](/[CH:10]=[CH:11]/[C:12]2[CH:21]=[CH:20][C:15]([C:16]([O:18]C)=[O:17])=[CH:14][CH:13]=2)=[N:2]1.[OH-].[Na+]>CO>[NH:1]1[C:9]2[C:4](=[CH:5][CH:6]=[CH:7][CH:8]=2)[C:3](/[CH:10]=[CH:11]/[C:12]2[CH:21]=[CH:20][C:15]([C:16]([OH:18])=[O:17])=[CH:14][CH:13]=2)=[N:2]1 |f:1.2|. Procedure details: Methyl (E)-4-[2-(H-indazol-3-yl)vinyl]benzoate (0.71 g, 2.54 mmol) obtained in Step 5 was dissolved in methanol (2.6 mL), and the solution was added with an aqueous sodium hydroxide solution (1 mol/L, 5.00 mL), followed by heating under reflux for 1.5 hours. Methanol was evaporated under reduced pressure, the pH of the residue was adjusted to 3 or below with 6 mol/L hydrochloric acid under ice-cooling. The resulting precipitates were collected by filtration to obtain (E)-4-[2-(1H-indazol-3-yl)vi... Starting materials: CN(C1CN(CC1)C1=C(C(=O)O)C=CC=N1)C (2-(3-Dimethylamino-pyrrolidin-1-yl)-nicotinic acid), C1=CN(C=N1)C(=O)N2C=CN=C2 (CDI), NC1=C(C(=O)O)C(=CC=C1)C (2-Amino-6-methyl-benzoic acid). The solvent is O (water), CN(C)C=O (DMF), C(C)#N (acetonitrile). Run at temperature 60 celsius, time 8 hour. Yields the product CN(C1CN(CC1)C1=NC=CC=C1C=1OC(C2=C(N1)C=CC=C2C)=O)C (2-[2-(3-Dimethylamino-pyrrolidin-1-yl)-pyridin-3-yl]-5-methyl-4H-benz[d][1,3]oxazin-4-one). Yield: 11.6%. Reaction SMILES: [CH3:1][N:2]([CH3:17])[CH:3]1[CH2:7][CH2:6][N:5]([C:8]2[N:16]=[CH:15][CH:14]=[CH:13][C:9]=2[C:10]([OH:12])=O)[CH2:4]1.C1N=CN(C(N2C=NC=C2)=O)C=1.[NH2:30][C:31]1[CH:39]=[CH:38][CH:37]=[C:36]([CH3:40])[C:32]=1[C:33](O)=[O:34]>C(#N)C.O.CN(C=O)C>[CH3:17][N:2]([CH3:1])[CH:3]1[CH2:7][CH2:6][N:5]([C:8]2[C:9]([C:10]3[O:12][C:33](=[O:34])[C:32]4[C:36]([CH3:40])=[CH:37][CH:38]=[CH:39][C:31]=4[N:30]=3)=[CH:13][CH:14]=[CH:15][N:16]=2)[CH2:4]1. Procedure details: A solution of compound C (133 mg, 0.56 mmol) and CDI (91 mg, 0.56 mmol) in anhydrous acetonitrile (1.0 mL) was stirred for 1 hour at ambient temperature. 2-Amino-6-methyl-benzoic acid (41 mg, 0.27 mmol) was added, and the mixture was stirred at 60° C. overnight. The reaction solution was diluted with water (2 mL) and DMF (2 mL), filtered, then purified by C18 reverse phase chromatography to afford compound 46 as an off-white powder (11 mg, 35% yield). 1H-NMR δ (CDCl3): 8.32 (dd, 1H, J=4.8 Hz, J=...